From a dataset of the Open Reaction Database (ORD), a public repository of structured organic reaction records. describe an organic reaction: reactants, conditions, products, and yield The reactants are C(=O)(O)CC1=CC=C(C=C1)CC(=O)OC (methyl 4-carboxymethylphenylacetate), C(C(=O)Cl)(=O)Cl (oxalyl chloride). The solvent is O1CCCC1 (tetrahydrofuran). Reaction conditions: temperature 45 celsius. The product is C(=O)(OC)CC1=CC=C(C=C1)CC(=O)Cl (4-(Carbomethoxymethyl)phenylacetyl chloride). As a reaction SMILES: [C:1]([CH2:4][C:5]1[CH:10]=[CH:9][C:8]([CH2:11][C:12]([O:14][CH3:15])=[O:13])=[CH:7][CH:6]=1)(O)=[O:2].C(Cl)(=O)C([Cl:19])=O>O1CCCC1>[C:12]([CH2:11][C:8]1[CH:9]=[CH:10][C:5]([CH2:4][C:1]([Cl:19])=[O:2])=[CH:6][CH:7]=1)([O:14][CH3:15])=[O:13]. Procedure: A 3.04 g portion of methyl 4-carboxymethylphenylacetate, prepared above, was dissolved in 50 mL of anhydrous tetrahydrofuran. After the addition of2.5 mL oxalyl chloride, the mixture was stirred for 4 hours. The solvents were evaporated under a stream of dry nitrogen as the flask was warmed to 45° C. Any remaining solvent or oxalyl chloride was then removed under high vacuum; the product was used without further purification. The reactants are CN1CCC(O)(c2ccccc2)CC1, CN(C)C=O, O=[N+]([O-])c1ccc(F)cc1, [H-], [H][H], [Na+]. The product is CN1CCC(Oc2ccc([N+](=O)[O-])cc2)(c2ccccc2)CC1. Reaction SMILES: [CH3:1][N:2]1[CH2:3][CH2:4][C:5]([OH:8])([c:9]2[cH:10][cH:11][cH:12][cH:13][cH:14]2)[CH2:6][CH2:7]1.[CH3:29][N:30]([CH3:31])[CH:32]=[O:33].[F:19][c:20]1[cH:21][cH:22][c:23]([N+:26](=[O:27])[O-:28])[cH:24][cH:25]1.[H-:15].[H:17][H:18].[Na+:16]>>[CH3:1][N:2]1[CH2:3][CH2:4][C:5]([O:8][c:20]2[cH:21][cH:22][c:23]([N+:26](=[O:27])[O-:28])[cH:24][cH:25]2)([c:9]2[cH:10][cH:11][cH:12][cH:13][cH:14]2)[CH2:6][CH2:7]1. The reactants are CS(C)=O, ClCCl, OCC1CCCN1, Clc1nc(-n2cnc3ccccc32)c2nc[nH]c2n1. Product: OCC1CCCN1c1nc(-n2cnc3ccccc32)c2nc[nH]c2n1. RXN SMILES: [CH3:20][S:21]([CH3:22])=[O:23].[Cl:31][CH2:32][Cl:33].[NH:24]1[CH:25]([CH2:29][OH:30])[CH2:26][CH2:27][CH2:28]1.[n:1]1(-[c:10]2[c:11]3[n:12][cH:13][nH:14][c:15]3[n:16][c:17]([Cl:19])[n:18]2)[cH:2][n:3][c:4]2[c:5]1[cH:6][cH:7][cH:8][cH:9]2>>[n:1]1(-[c:10]2[c:11]3[n:12][cH:13][nH:14][c:15]3[n:16][c:17]([N:24]3[CH:25]([CH2:29][OH:30])[CH2:26][CH2:27][CH2:28]3)[n:18]2)[cH:2][n:3][c:4]2[c:5]1[cH:6][cH:7][cH:8][cH:9]2. The reactants are CCOC(=O)CCCBr, CS(C)=O, Oc1ccc(CCNCC(O)COc2ccccc2)cc1. The product is CCOC(=O)CCCOc1ccc(CCNCC(O)COc2ccccc2)cc1. Reaction SMILES: [Br:1][CH2:2][CH2:3][CH2:4][C:5](=[O:6])[O:7][CH2:8][CH3:9].[CH3:31][S:32]([CH3:33])=[O:34].[OH:10][CH:11]([CH2:12][NH:13][CH2:14][CH2:15][c:16]1[cH:17][cH:18][c:19]([OH:22])[cH:20][cH:21]1)[CH2:23][O:24][c:25]1[cH:26][cH:27][cH:28][cH:29][cH:30]1>>[CH2:2]([CH2:3][CH2:4][C:5](=[O:6])[O:7][CH2:8][CH3:9])[O:22][c:19]1[cH:18][cH:17][c:16]([CH2:15][CH2:14][NH:13][CH2:12][CH:11]([OH:10])[CH2:23][O:24][c:25]2[cH:26][cH:27][cH:28][cH:29][cH:30]2)[cH:21][cH:20]1. Starting materials: OC=1C=C(C=CC1)CC(=O)OCC1=CC=CC=C1 (benzyl 2-(3-hydroxyphenyl)acetate), BrCCCC(=O)OCC (ethyl 4-bromobutanoate), C(=O)([O-])[O-].[K+].[K+] (K2CO3), CN(C)C=O (DMF). The solvent is O (Water). Reaction conditions: time 8 hour. The product is C(C1=CC=CC=C1)OC(CC=1C=C(OCCCC(=O)OCC)C=CC1)=O (ethyl 4-(3-(2-(benzyloxy)-2-oxoethyl)phenoxy)butanoate). The yield is 100.2%. RXN SMILES: [OH:1][C:2]1[CH:3]=[C:4]([CH2:8][C:9]([O:11][CH2:12][C:13]2[CH:18]=[CH:17][CH:16]=[CH:15][CH:14]=2)=[O:10])[CH:5]=[CH:6][CH:7]=1.Br[CH2:20][CH2:21][CH2:22][C:23]([O:25][CH2:26][CH3:27])=[O:24].C([O-])([O-])=O.[K+].[K+].CN(C=O)C>O>[CH2:12]([O:11][C:9](=[O:10])[CH2:8][C:4]1[CH:3]=[C:2]([CH:7]=[CH:6][CH:5]=1)[O:1][CH2:20][CH2:21][CH2:22][C:23]([O:25][CH2:26][CH3:27])=[O:24])[C:13]1[CH:14]=[CH:15][CH:16]=[CH:17][CH:18]=1 |f:2.3.4|. Procedure details: A mixture of benzyl 2-(3-hydroxyphenyl)acetate (1.39 g, 5.74 mmol), ethyl 4-bromobutanoate (1.23 g, 6.3 mmol), anhydrous K2CO3 (1.98 g, 14.4 mmol) and anhydrous DMF (10 mL) was stirred at room temperature overnight. Water was added to the mixture and extracted with ethyl acetate. The organic layer was washed with water, brine, dried (Na2SO4) and concentrated. The residue was purified by column chromatography on silica gel (ethyl acetate in petroleum ether, 25% to 50% v/v) to yield ethyl 4-(3-(2-... Reactants: Cc1[nH]c(C=O)c(C)c1C(=O)N1CCN(C)CC1, O=C1Cc2c(cccc2-c2ccncc2)N1. Product: Cc1[nH]c(C=C2C(=O)Nc3cccc(-c4ccncc4)c32)c(C)c1C(=O)N1CCN(C)CC1. As a reaction SMILES: [CH3:17][c:18]1[c:19]([CH:33]=[O:34])[nH:20][c:21]([CH3:32])[c:22]1[C:23](=[O:24])[N:25]1[CH2:26][CH2:27][N:28]([CH3:31])[CH2:29][CH2:30]1.[n:1]1[cH:2][cH:3][c:4](-[c:7]2[c:8]3[c:12]([cH:13][cH:14][cH:15]2)[NH:11][C:10](=[O:16])[CH2:9]3)[cH:5][cH:6]1>>[n:1]1[cH:2][cH:3][c:4](-[c:7]2[c:8]3[c:12]([cH:13][cH:14][cH:15]2)[NH:11][C:10](=[O:16])[C:9]3=[CH:33][c:19]2[c:18]([CH3:17])[c:22]([C:23](=[O:24])[N:25]3[CH2:26][CH2:27][N:28]([CH3:31])[CH2:29][CH2:30]3)[c:21]([CH3:32])[nH:20]2)[cH:5][cH:6]1.